This data is from the Open Reaction Database (ORD), a public repository of structured organic reaction records. The task is: describe an organic reaction: reactants, conditions, products, and yield Reactants: [Si](C)(C)(C(C)(C)C)O[C@@H](CN[C@@H](CC=1C=C(C=CC1)CC(=O)NCC1=C(C=CC=C1)O)C)C1=CC(=C(C=C1)O)CO (2-(3-{(2R)-2-[(2R)-2-{[tert-butyl(dimethyl)silyl]oxy}-2-(4-hydroxy3-hydroxymethyl-phenyl)-ethylamino]-propyl}-phenyl)-N-(2-hydroxy benzyl)-acetamide). Solvent: O (water). Yields the product OC1=C(CNC(CC2=CC(=CC=C2)C[C@@H](C)NC[C@@H](C2=CC(=C(C=C2)O)CO)O)=O)C=CC=C1 (N-(2-Hydroxybenzyl)-2-(3-{(2R)-2-[(2R)-2-hydroxy-2-(4-hydroxy-3-hydroxymethyl-phenyl)-ethylamino]-propyl}-phenyl)-acetamide). Reaction SMILES: [Si]([O:8][C@H:9]([C:33]1[CH:38]=[CH:37][C:36]([OH:39])=[C:35]([CH2:40][OH:41])[CH:34]=1)[CH2:10][NH:11][C@H:12]([CH3:32])[CH2:13][C:14]1[CH:15]=[C:16]([CH2:20][C:21]([NH:23][CH2:24][C:25]2[CH:30]=[CH:29][CH:28]=[CH:27][C:26]=2[OH:31])=[O:22])[CH:17]=[CH:18][CH:19]=1)(C(C)(C)C)(C)C>O>[OH:31][C:26]1[CH:27]=[CH:28][CH:29]=[CH:30][C:25]=1[CH2:24][NH:23][C:21](=[O:22])[CH2:20][C:16]1[CH:17]=[CH:18][CH:19]=[C:14]([CH2:13][C@H:12]([NH:11][CH2:10][C@H:9]([OH:8])[C:33]2[CH:38]=[CH:37][C:36]([OH:39])=[C:35]([CH2:40][OH:41])[CH:34]=2)[CH3:32])[CH:15]=1. Procedure details: Prepared from 2-(3-{(2R)-2-[(2R)-2-{[tert-butyl(dimethyl)silyl]oxy}-2-(4-hydroxy3-hydroxymethyl-phenyl)-ethylamino]-propyl}-phenyl)-N-(2-hydroxy benzyl)-acetamide (Preparation 3) according to the method for example 1, using water instead of acetic acid as the co-solvent, to give the title compound as a white foam. Reactants: CSc1ncc(Cc2ccc(C)nc2)c(=O)[nH]1, CN(C)Cc1ccc(CSCCN)o1, c1ccncc1. The product is Cc1ccc(Cc2cnc(NCCSCc3ccc(CN(C)C)o3)[nH]c2=O)cn1. RXN SMILES: [CH3:15][c:16]1[cH:17][cH:18][c:19]([CH2:22][c:23]2[c:24](=[O:31])[nH:25][c:26]([S:29][CH3:30])[n:27][cH:28]2)[cH:20][n:21]1.[CH3:1][N:2]([CH3:3])[CH2:4][c:5]1[cH:6][cH:7][c:8]([CH2:10][S:11][CH2:12][CH2:13][NH2:14])[o:9]1.[cH:32]1[cH:33][cH:34][n:35][cH:36][cH:37]1>>[CH3:1][N:2]([CH3:3])[CH2:4][c:5]1[cH:6][cH:7][c:8]([CH2:10][S:11][CH2:12][CH2:13][NH:14][c:26]2[nH:25][c:24](=[O:31])[c:23]([CH2:22][c:19]3[cH:18][cH:17][c:16]([CH3:15])[n:21][cH:20]3)[cH:28][n:27]2)[o:9]1. Starting materials: IC1=CN=C(N1C=1C=C2C=CC(NC2=C(C1)C)=O)C (6-(5-iodo-2-methylimidazol-1-yl)-8-methyl-2-(1H)-quinolone), CC=1N(C=CN1)C=1C=C2C=CC(NC2=C(C1)C)=O (6-(2-methylimidazol-1-yl)-8-methyl-2-(1H)-quinolone). Yields the product IC=1N=C(N(C1)C=1C=C2C=CC(NC2=C(C1)C)=O)C (6-(4-Iodo-2-methylimidazol-1-yl)-8-methyl-2-(1H)-quinolone). Reaction SMILES: [I:1]C1N(C2C=C3C(=C(C)C=2)NC(=O)C=C3)C(C)=NC=1.[CH3:20][C:21]1[N:22]([C:26]2[CH:27]=[C:28]3[C:33](=[C:34]([CH3:36])[CH:35]=2)[NH:32][C:31](=[O:37])[CH:30]=[CH:29]3)[CH:23]=[CH:24][N:25]=1>>[I:1][C:24]1[N:25]=[C:21]([CH3:20])[N:22]([C:26]2[CH:27]=[C:28]3[C:33](=[C:34]([CH3:36])[CH:35]=2)[NH:32][C:31](=[O:37])[CH:30]=[CH:29]3)[CH:23]=1. Procedure: n-Butyllithium (16.42 cm3 of a 1.55M solution in n-hexane) was added dropwise to a stirred solution of 6-(4,5-di-iodo-2-methylimidazol-1-yl)-8-methyl-2-(1H)-quinolone (5.0 g) in tetrahydrofuran (100 cm3) at -30° under nitrogen. After 30 minutes saturated aqueous ammonium chloride solution (20 cm3) was added, and the mixture was warmed to room temperature. The mixture was then basified with saturated sodium carbonate solution to pH 10 (approximately) and extracted with methanol:ethyl acetate (1:1... Starting materials: COC=1C=CC(=NC1[N+](=O)[O-])CSCC(=O)OC (methyl 2-((5-methoxy-6-nitropyridin-2-yl)methylthio)acetate). Solvent: C([O-])([O-])=O.[Na+].[Na+] (sodium carbonate). The product is COC=1C=CC(=NC1[N+](=O)[O-])CSCC(=O)O (2-((5-methoxy-6-nitropyridin-2-yl)methylthio)acetic acid). The yield is 97.0%. RXN SMILES: [CH3:1][O:2][C:3]1[CH:4]=[CH:5][C:6]([CH2:12][S:13][CH2:14][C:15]([O:17]C)=[O:16])=[N:7][C:8]=1[N+:9]([O-:11])=[O:10]>C(=O)([O-])[O-].[Na+].[Na+]>[CH3:1][O:2][C:3]1[CH:4]=[CH:5][C:6]([CH2:12][S:13][CH2:14][C:15]([OH:17])=[O:16])=[N:7][C:8]=1[N+:9]([O-:11])=[O:10] |f:1.2.3|. Procedure: To 150 mL of sodium carbonate 1N solution, methyl 2-((5-methoxy-6-nitropyridin-2-yl)methylthio)acetate (10 mmol, 2.72 g) was added and the mixture was reacted at 50° C. for 16 hrs. The mixture was evaporated in vacuo to give 2-((5-methoxy-6-nitropyridin-2-yl)methylthio)acetic acid. Yield 97%; m.p. 239-230° C. (dec); 1H-NMR (D2O) δ: 3.04 (s, 2H, CH2), 3.65 (s, 2H, CH2), 3.78 (s, 3H, OCH3), 7.54 (d, 1H, J=8.4 Hz, Py-H), 8.429 (d, 1H, J=8.4 Hz, Py-H); 13C-NMR (O2O) δ: 35.79, 36.48, 56.96, 125.75, 1... The reactants are O (water), O1CCOC12CCC(CC2)=O (1,4-dioxaspiro[4.5]decan-8-one), N1N=NC2=C1C=CC=C2 (benzotriazole), N1CCCC1 (pyrrolidine). The solvent is C1=CC=CC=C1 (benzene). Reaction conditions: temperature 25 celsius, time 18 hour. The product is C1(=CC=CC=C1)C1(CCC2(OCCO2)CC1)N1CCCC1 (1-(8-Phenyl-1,4-dioxaspiro[4.5]decan-8-yl)pyrrolidine). The yield is 13.0%. RXN SMILES: [O:1]1[C:5]2([CH2:10][CH2:9][C:8](=O)[CH2:7][CH2:6]2)[O:4][CH2:3][CH2:2]1.N1[C:16]2[CH:17]=[CH:18][CH:19]=[CH:20][C:15]=2N=N1.[NH:21]1[CH2:25][CH2:24][CH2:23][CH2:22]1.O>C1C=CC=CC=1>[C:15]1([C:8]2([N:21]3[CH2:25][CH2:24][CH2:23][CH2:22]3)[CH2:9][CH2:10][C:5]3([O:4][CH2:3][CH2:2][O:1]3)[CH2:6][CH2:7]2)[CH:20]=[CH:19][CH:18]=[CH:17][CH:16]=1. Reported procedure: A mixture of 1,4-dioxaspiro[4.5]decan-8-one (10 g, 64 mmol), benzotriazole (7.62 g, 64 mmol) and pyrrolidine (5.26 ml, 64 mmol) in dry benzene (300 ml) was refluxed under an argon atmosphere in a water separator for 18 h. The reaction mixture was cooled to 25° C. and concentrated to small volume under vacuum and dried (aerated with argon). The crude product was taken up in dry tetrahydrofuran (50 ml) and cooled to 0° C. Phenyl magnesium bromide solution (650 ml, 1 mol/l in tetrahydrofuran) was a... Starting materials: N1CCC(C(=O)N)CC1 (Isonipecotamide), C=O (formaldehyde). The reagents and catalysts are [Pd] (Pd—C). Solvent: O (water). Reaction conditions: time 43 hour. The product is CN1CCC(C(=O)N)CC1 (1-methylisonipecotamide). The yield is 64.5%. RXN SMILES: [NH:1]1[CH2:9][CH2:8][CH:4]([C:5]([NH2:7])=[O:6])[CH2:3][CH2:2]1.[CH2:10]=O>O.[Pd]>[CH3:10][N:1]1[CH2:9][CH2:8][CH:4]([C:5]([NH2:7])=[O:6])[CH2:3][CH2:2]1. Procedure details: Isonipecotamide (10 g, 78.0 mmoles) was dissolved in distilled water (100 mL) and 37% aqueous formaldehyde (7.6 mL, equivalent to 2.81 g HCHO, 93.6 mmoles) was added. Wet 10% Pd—C (8 spoon spatulas) was added under argon and the mixture was hydrogenated at 25° C. and 50 psi for 43 h. The catalyst was filtered off through Celite and the latter was washed with water and methanol. The combined filtrates were evaporated to dryness and the residue was chromatographed on a silica gel column (60×5 cm) ... Reactants: [C-]#[C-], CN(C)C=O, CN(C)P(=O)(N(C)C)N(C)C, Fc1ccc(CCCI)cc1, [Na+], [Na+], O. Yields the product C#CCCCc1ccc(F)cc1. As a reaction SMILES: [C-:1]#[C-:2].[CH3:27][N:28]([CH3:29])[CH:30]=[O:31].[CH3:5][N:6]([P:7]([N:8]([CH3:9])[CH3:10])([N:11]([CH3:12])[CH3:13])=[O:14])[CH3:15].[F:16][c:17]1[cH:18][cH:19][c:20]([CH2:23][CH2:24][CH2:25][I:26])[cH:21][cH:22]1.[Na+:3].[Na+:4].[OH2:32]>>[C:1](#[CH:2])[CH2:25][CH2:24][CH2:23][c:20]1[cH:19][cH:18][c:17]([F:16])[cH:22][cH:21]1.